This data is from the Open Reaction Database (ORD), a public repository of structured organic reaction records. The task is: describe an organic reaction: reactants, conditions, products, and yield The reactants are C(C)(=O)C1(CCN(CC1)CCC=C(C1=CC=C(C=C1)F)C1=CC=C(C=C1)F)O (4-acetyl-1-[4,4-bis(4-fluorophenyl)-3-butenyl]-4-hydroxypiperidine), ClC1=CC=C(C=C1)N=C=O (4-chlorophenyl isocyanate). Run in C(CC)N(CCC)CCC (tripropylamine). Conditions: time 3 hour. Product: FC1=CC=C(C=C1)C(=CCCN1CCC2(C(N(C(O2)=O)C2=CC=C(C=C2)Cl)=C)CC1)C1=CC=C(C=C1)F (8-[4,4-bis(4-fluorophenyl)-3-butenyl]-3-(4-chlorophenyl)-4-methylene-2-oxo-1-oxa-3,8-diazaspiro[4,5]decane). The yield is 52.0%. RXN SMILES: [C:1]([C:4]1([OH:28])[CH2:9][CH2:8][N:7]([CH2:10][CH2:11][CH:12]=[C:13]([C:21]2[CH:26]=[CH:25][C:24]([F:27])=[CH:23][CH:22]=2)[C:14]2[CH:19]=[CH:18][C:17]([F:20])=[CH:16][CH:15]=2)[CH2:6][CH2:5]1)(=O)[CH3:2].[Cl:29][C:30]1[CH:35]=[CH:34][C:33]([N:36]=[C:37]=[O:38])=[CH:32][CH:31]=1>C(N(CCC)CCC)CC>[F:20][C:17]1[CH:16]=[CH:15][C:14]([C:13]([C:21]2[CH:22]=[CH:23][C:24]([F:27])=[CH:25][CH:26]=2)=[CH:12][CH2:11][CH2:10][N:7]2[CH2:6][CH2:5][C:4]3([O:28][C:37](=[O:38])[N:36]([C:33]4[CH:34]=[CH:35][C:30]([Cl:29])=[CH:31][CH:32]=4)[C:1]3=[CH2:2])[CH2:9][CH2:8]2)=[CH:19][CH:18]=1. Reported procedure: A solution containing 5.8 g of 4-acetyl-1-[4,4-bis(4-fluorophenyl)-3-butenyl]-4-hydroxypiperidine and 7.0 g of 4-chlorophenyl isocyanate in 30 ml of tripropylamine is gently refluxed under argon while stirring for 3 hours, then the solvent is distilled off under reduced pressure. After adding benzene to the residue and filtering off the insoluble part, the benzene filtrate is filtered through a silica gel bed and evaporated under reduced pressure. The solid evaporation residue is recrystallized ... The product is ClC1=CC=CC=2C3=C(NC12)C(N=NC3=O)=O (6-Chloropyridazino[4,5-b]indole-1,4-dione). Starting materials: ClC=1C=CC=C2C(=C(NC12)C(=O)OCC)C(=O)OCC (diethyl 7-chloroindole-2,3-dicarboxylate), O.NN (hydrazine hydrate). Solvent: C(C)O (ethanol). Isolated yield 23.0%. Procedure: To a stirred solution of diethyl 7-chloroindole-2,3-dicarboxylate (0.6 g, 2.0 mM) in ethanol (4 mL) was added hydrazine hydrate (2 mL, 40 mM). The resulting solution was heated to reflux for 3 hrs during which time a white precipitate formed. The solid was filtered, suspended in acetic acid (2 mL), and warmed to reflux for several minutes. The mixture was then cooled to room temperature and the solid filtered and dried. This provided the titled compound as a white solid (0.11 g, 23%), mp >250° C... Reaction SMILES: [Cl:1][C:2]1[CH:3]=[CH:4][CH:5]=[C:6]2[C:10]=1[NH:9][C:8]([C:11](OCC)=[O:12])=[C:7]2[C:16]([O:18]CC)=O.O.[NH2:22][NH2:23]>C(O)C>[Cl:1][C:2]1[C:10]2[NH:9][C:8]3[C:11](=[O:12])[N:22]=[N:23][C:16](=[O:18])[C:7]=3[C:6]=2[CH:5]=[CH:4][CH:3]=1 |f:1.2|. Starting materials: C(C)(C)(C)OC(=O)N[C@@H](C(C)C)C(=O)N[C@@H](CCC(=O)OCC1=CC=CC=C1)C(=O)OCC1=CC=CC=C1 (dibenzyl N-(N-tert-butoxycarbonyl-L-valyl)-L-glutamate), C(CCCCCCCCCCCCCCC)(=O)Cl (hexadecanoyl chloride). Yields the product C(CCCCCCCCCCCCCCC)(=O)N[C@@H](C(C)C)C(=O)N[C@@H](CCC(=O)OCC1=CC=CC=C1)C(=O)OCC1=CC=CC=C1 (dibenzyl N-(N-hexadecanoyl-L-valyl)-L-glutamate). Yield: 63.4%. RXN SMILES: C(OC([NH:8][C@H:9]([C:13]([NH:15][C@H:16]([C:29]([O:31][CH2:32][C:33]1[CH:38]=[CH:37][CH:36]=[CH:35][CH:34]=1)=[O:30])[CH2:17][CH2:18][C:19]([O:21][CH2:22][C:23]1[CH:28]=[CH:27][CH:26]=[CH:25][CH:24]=1)=[O:20])=[O:14])[CH:10]([CH3:12])[CH3:11])=O)(C)(C)C.[C:39](Cl)(=[O:55])[CH2:40][CH2:41][CH2:42][CH2:43][CH2:44][CH2:45][CH2:46][CH2:47][CH2:48][CH2:49][CH2:50][CH2:51][CH2:52][CH2:53][CH3:54]>>[C:39]([NH:8][C@H:9]([C:13]([NH:15][C@H:16]([C:29]([O:31][CH2:32][C:33]1[CH:38]=[CH:37][CH:36]=[CH:35][CH:34]=1)=[O:30])[CH2:17][CH2:18][C:19]([O:21][CH2:22][C:23]1[CH:28]=[CH:27][CH:26]=[CH:25][CH:24]=1)=[O:20])=[O:14])[CH:10]([CH3:11])[CH3:12])(=[O:55])[CH2:40][CH2:41][CH2:42][CH2:43][CH2:44][CH2:45][CH2:46][CH2:47][CH2:48][CH2:49][CH2:50][CH2:51][CH2:52][CH2:53][CH3:54]. Reported procedure: Starting from dibenzyl N-(N-tert-butoxycarbonyl-L-valyl)-L-glutamate (1 g) and hexadecanoyl chloride (620 mg), dibenzyl N-(N-hexadecanoyl-L-valyl)-L-glutamate (800 mg) was obtained as crystals according to a similar manner to that of Example 24. Starting materials: [N+](=O)([O-])C1=C(C=C(C=C1)Cl)C#CC1=CC=C(C(=O)OC)C=C1 (methyl 4-[2-(2-nitro-5-chlorophenyl)ethynyl]benzoate), reduced iron. Solvent: C(C)(=O)O (acetic acid). Product: NC1=C(C=C(C=C1)Cl)C#CC1=CC=C(C(=O)OC)C=C1 (Methyl 4-[2-(2-amino-5-chlorophenyl)ethynyl]benzoate). Isolated yield 88.4%. RXN SMILES: [N+:1]([C:4]1[CH:9]=[CH:8][C:7]([Cl:10])=[CH:6][C:5]=1[C:11]#[C:12][C:13]1[CH:22]=[CH:21][C:16]([C:17]([O:19][CH3:20])=[O:18])=[CH:15][CH:14]=1)([O-])=O>C(O)(=O)C>[NH2:1][C:4]1[CH:9]=[CH:8][C:7]([Cl:10])=[CH:6][C:5]=1[C:11]#[C:12][C:13]1[CH:14]=[CH:15][C:16]([C:17]([O:19][CH3:20])=[O:18])=[CH:21][CH:22]=1. Reported procedure: To a solution of methyl 4-[2-(2-nitro-5-chlorophenyl)ethynyl]benzoate (180 mg; prepared in Reference Example 15.) in acetic acid (3.6 ml), reduced iron powder (160 mg) was added. The mixture was refluxed for 30 minutes and filtered. The filtrate was concentrated under the reduced pressure. The residue was purified on silica gel column chromatography (hexane-AcOEt) to give the title compound (144 mg) having the following physical data.